This data is from the Open Reaction Database (ORD), a public repository of structured organic reaction records. The task is: describe an organic reaction: reactants, conditions, products, and yield The reactants are BrCCCc1ccc(OC2CCCCO2)cc1, c1ccc(P(c2ccccc2)c2ccccc2)cc1. Yields the product [Br-], c1ccc([P+](CCCc2ccc(OC3CCCCO3)cc2)(c2ccccc2)c2ccccc2)cc1. RXN SMILES: [O:1]1[CH:2]([O:7][c:8]2[cH:9][cH:10][c:11]([CH2:14][CH2:15][CH2:16][Br:17])[cH:12][cH:13]2)[CH2:3][CH2:4][CH2:5][CH2:6]1.[c:18]1([P:24]([c:25]2[cH:26][cH:27][cH:28][cH:29][cH:30]2)[c:31]2[cH:32][cH:33][cH:34][cH:35][cH:36]2)[cH:19][cH:20][cH:21][cH:22][cH:23]1>>[Br-:17].[O:1]1[CH:2]([O:7][c:8]2[cH:9][cH:10][c:11]([CH2:14][CH2:15][CH2:16][P+:24]([c:18]3[cH:19][cH:20][cH:21][cH:22][cH:23]3)([c:25]3[cH:26][cH:27][cH:28][cH:29][cH:30]3)[c:31]3[cH:32][cH:33][cH:34][cH:35][cH:36]3)[cH:12][cH:13]2)[CH2:3][CH2:4][CH2:5][CH2:6]1. The reactants are [N+](=O)(O)[O-] (nitric acid), II (iodine), S(O)(O)(=O)=O (sulfuric acid), CC1=CC=C(C(N1C1=CC(=CC=C1)C(F)(F)F)=O)C(=O)O (6-methyl-2-oxo-1-[3-(trifluoromethyl)phenyl]-1,2-dihydropyridine-3-carboxylic acid). Run in C(C)(=O)O (acetic acid). The product is IC=1C=C(C(N(C1C)C1=CC(=CC=C1)C(F)(F)F)=O)C(=O)O (5-iodo-6-methyl-2-oxo-1-[3-(trifluoromethyl)phenyl]-1,2-dihydropyridine-3-carboxylic acid). Yield: 85.7%. As a reaction SMILES: [CH3:1][C:2]1[N:7]([C:8]2[CH:13]=[CH:12][CH:11]=[C:10]([C:14]([F:17])([F:16])[F:15])[CH:9]=2)[C:6](=[O:18])[C:5]([C:19]([OH:21])=[O:20])=[CH:4][CH:3]=1.[I:22]I.S(=O)(=O)(O)O.[N+]([O-])(O)=O>C(O)(=O)C>[I:22][C:3]1[CH:4]=[C:5]([C:19]([OH:21])=[O:20])[C:6](=[O:18])[N:7]([C:8]2[CH:13]=[CH:12][CH:11]=[C:10]([C:14]([F:16])([F:17])[F:15])[CH:9]=2)[C:2]=1[CH3:1]. Procedure details: To acetic acid (263.7 L, 6.8 rel vol) was charged 6-methyl-2-oxo-1-[3-(trifluoromethyl)phenyl]-1,2-dihydropyridine-3-carboxylic acid (38.6 kg, 1 mol eq, limiting reagent), iodine (17.4 kg, 0.53 mol eq) and concentrated sulfuric acid (3.7 L, 0.1 rel vol). The temperature was adjusted to 50° C.-55° C. and 90% nitric acid (4.1 kg, 0.6 mol eq) charged over 15 minutes. The reaction was stirred until deemed to be complete as judged by HPLC analysis. The reaction was cooled, stirred and the product col... Reactants: NC1=CC=CC=C1 (aniline), [I-].[K+] (potassium iodide), C([O-])([O-])=O.[K+].[K+] (potassium carbonate), C(CCC)OCCCC (butyl ether), C([O-])([O-])=O.[K+].[K+] (potassium carbonate), acyl chloride, methyl oxalyl chloride, ( IV ), amide, NC1=CC=CC=C1 (aniline), NC1=CC=CC=C1 (aniline), IC1=CC=CC=C1 (iodobenzene). The reagents and catalysts are [Cu] (copper (0)), [Pt](=O)=O (platinum (IV) oxide). Run in CO (methanol), CO (methanol), C1(=CC=CC=C1)C (toluene), O1CCCC1 (tetrahydrofuran). Yields the product N1C=CCC2=CC=CC=C12 (1,4-dihydroquinoline). RXN SMILES: [NH2:1][C:2]1[CH:7]=[CH:6][CH:5]=[CH:4][CH:3]=1.I[C:9]1[CH:14]=CC=C[CH:10]=1.[I-].[K+].C(=O)([O-])[O-].[K+].[K+].C(OCCCC)CCC>[Pt](=O)=O.[Cu].CO.C1(C)C=CC=CC=1.O1CCCC1>[NH:1]1[C:2]2[C:7](=[CH:6][CH:5]=[CH:4][CH:3]=2)[CH2:14][CH:9]=[CH:10]1 |f:2.3,4.5.6|. Reported procedure: In Step A, a substituted benzaldehyde undergoes an aldol condensation with a substituted 2-nitroacetophenone in the presence of an inorganic base, such as NaOH, in a polar protic solvent such as a methanol/water mixture, to give the corresponding α,β-unsaturated ketone of formula (I). This product can then be reduced to the corresponding saturated aniline (II) by hydrogenation in the presence of a catalyst such as platinum (IV) oxide in a polar solvent such as methanol or tetrahydrofuran or a mi... The reactants are CN1CC[C@]23[C@@H]4C(=O)C=C[C@]2([C@H]1CC5=C3C(=C(C=C5)O)O4)O (noroxymorphone), C1(CC1)C=O (cyclopropanecarboxaldehyde), C(=O)[O-].[NH4+] (ammonium formate). Reagents/catalysts: [Ru](Cl)(Cl)Cl (ruthenium (III) chloride). Run in C(C)(C)O (isopropanol). Conditions: time 5 minute. The product is C1CC1CN2CC[C@]34C5C(=O)CC[C@]3([C@H]2CC6=C4C(=C(C=C6)O)O5)O (naltrexone base). The yield is 86.0%. As a reaction SMILES: [CH3:1][N:2]1[C@@H:12]2[CH2:13][C:14]3[CH:19]=[CH:18][C:17]([OH:20])=[C:16]4[O:21][C@H:6]5[C:7]([CH:9]=[CH:10][C@:11]2([OH:22])[C@:5]5([C:15]=34)[CH2:4][CH2:3]1)=[O:8].[CH:23]1(C=O)[CH2:25][CH2:24]1.C([O-])=O.[NH4+]>[Ru](Cl)(Cl)Cl.C(O)(C)C>[CH2:23]1[CH:25]([CH2:1][N:2]2[C@@H:12]3[CH2:13][C:14]4[CH:19]=[CH:18][C:17]([OH:20])=[C:16]5[O:21][CH:6]6[C:7]([CH2:9][CH2:10][C@:11]3([OH:22])[C@:5]6([C:15]=45)[CH2:4][CH2:3]2)=[O:8])[CH2:24]1 |f:2.3|. Procedure details: Into a round bottom flask was added noroxymorphone (2.19 g, 0.008 mole), cyclopropanecarboxaldehyde (1.07 g, 0.015 mole, 1.00 mL), ammonium formate (2.40 g, 0.038 mole), and isopropanol (20 mL, HPLC grade). After stirring for about 5 minutes, ruthenium (III) chloride (10 mg) was added. The mixture was stirred under nitrogen at room temperature for about 48 hours. HPLC indicated the reaction was complete. To the dark solution, distilled water (1 mL) was added and this mixture stirred for about 18... The reactants are Cc1ccccc1, OC(c1c(I)ccnc1F)C(F)(F)F. Yields the product O=C(c1c(I)ccnc1F)C(F)(F)F. Reaction SMILES: [CH3:15][c:16]1[cH:17][cH:18][cH:19][cH:20][cH:21]1.[F:1][C:2]([CH:3]([OH:4])[c:5]1[c:6]([F:12])[n:7][cH:8][cH:9][c:10]1[I:11])([F:13])[F:14]>>[F:1][C:2]([C:3](=[O:4])[c:5]1[c:6]([F:12])[n:7][cH:8][cH:9][c:10]1[I:11])([F:13])[F:14]. The solvent is C(CC)O (n-propanol). As a reaction SMILES: Br[C:2]1[CH:3]=[C:4]([N:8]2[C:17]3[C:12](=[CH:13][CH:14]=[CH:15][N:16]=3)[C:11](=[O:18])[C:10]([C:19]([NH:21][CH2:22][CH2:23][S:24][CH3:25])=[O:20])=[CH:9]2)[CH:5]=[CH:6][CH:7]=1.Br[C:27]1[CH:32]=[CH:31][C:30]([C@@H:33]2[CH2:35][C@H:34]2[C:36]([O:38][CH2:39][CH3:40])=[O:37])=[CH:29][CH:28]=1.C([O-])([O-])=O.[Na+].[Na+]>C(O)CC.C1C=CC([P]([Pd]([P](C2C=CC=CC=2)(C2C=CC=CC=2)C2C=CC=CC=2)([P](C2C=CC=CC=2)(C2C=CC=CC=2)C2C=CC=CC=2)[P](C2C=CC=CC=2)(C2C=CC=CC=2)C2C=CC=CC=2)(C2C=CC=CC=2)C2C=CC=CC=2)=CC=1>[CH3:25][S:24][CH2:23][CH2:22][NH:21][C:19]([C:10]1[C:11](=[O:18])[C:12]2[C:17](=[N:16][CH:15]=[CH:14][CH:13]=2)[N:8]([C:4]2[CH:3]=[C:2]([C:27]3[CH:32]=[CH:31][C:30]([CH:33]4[CH2:35][CH:34]4[C:36]([O:38][CH2:39][CH3:40])=[O:37])=[CH:29][CH:28]=3)[CH:7]=[CH:6][CH:5]=2)[CH:9]=1)=[O:20] |f:2.3.4,^1:54,56,75,94|. The reactants are BrC=1C=C(C=CC1)N1C=C(C(C2=CC=CN=C12)=O)C(=O)NCCSC (1-(3-Bromophenyl)-N-[2-(methylthio)ethyl]-4-oxo-1,4-dihydro-1,8-naphthyridine-3-carboxamide), BrC1=CC=C(C=C1)[C@H]1[C@@H](C1)C(=O)OCC (Ethyl 2-(trans)-(4-bromophenyl)cyclopropanecarboxylate), C(=O)([O-])[O-].[Na+].[Na+] (Na2CO3). Conditions: temperature 80 celsius, time 3 hour. The reagents and catalysts are C=1C=CC(=CC1)[P](C=2C=CC=CC2)(C=3C=CC=CC3)[Pd]([P](C=4C=CC=CC4)(C=5C=CC=CC5)C=6C=CC=CC6)([P](C=7C=CC=CC7)(C=8C=CC=CC8)C=9C=CC=CC9)[P](C=1C=CC=CC1)(C=1C=CC=CC1)C=1C=CC=CC1 (Pd(PPh3)4). Procedure details: A mixture of amide from step 1 (1 eq), ethyl 2-(trans)-(4-bromophenyl)cyclopropanecarboxylate from EXAMPLE 1, step 1 (1 eq), Na2CO3 (3.5 eq.; 2M in H2O), Pd(PPh3)4 (0.05 eq) in n-propanol (0.1M) was stirred at 80° C. for 3 h. The mixture was cooled to rt, quenched with brine and diluted with EtOAc. The organic extracts were washed with brine, dried over Na2SO4, filtered and concentrated. The residue was triturated in ether/MeOH, isolated by filtration and washed with ether to afford the title co... The product is CSCCNC(=O)C1=CN(C2=NC=CC=C2C1=O)C=1C=C(C=CC1)C1=CC=C(C=C1)C1C(C1)C(=O)OCC (Ethyl 2-{3′-[3-({[2-(methylthio)ethyl]amino}carbonyl)-4-oxo-1,8-naphthyridin-1(4H)-yl]-1,1′-biphenyl-4-yl}cyclopropanecarboxylate).